Dataset: the Open Reaction Database (ORD), a public repository of structured organic reaction records. Task: describe an organic reaction: reactants, conditions, products, and yield RXN SMILES: [C:1](#[N:2])[C:3]([CH3:4])=[CH:5][CH2:6][Cl:7].[CH3:21][N:22]([CH3:23])[CH:24]=[O:25].[Na:20].[S:8]1(=[O:9])(=[O:10])[NH:11][C:12](=[O:13])[c:14]2[cH:15][cH:16][cH:17][cH:18][c:19]21>>[C:1](#[N:2])[C:3]([CH3:4])=[CH:5][CH2:6][N:11]1[S:8](=[O:9])(=[O:10])[c:19]2[c:14]([cH:15][cH:16][cH:17][cH:18]2)[C:12]1=[O:13]. The product is CC(C#N)=CCN1C(=O)c2ccccc2S1(=O)=O. Reactants: CC(C#N)=CCCl, CN(C)C=O, [Na], O=C1NS(=O)(=O)c2ccccc21. Reactants: Cl (hydrochloric acid), COC1=CC(=NC(=C1)OC1=CC(=CC=C1)C(F)(F)F)C(=O)NN (4-methoxy-6-[3-(trifluoromethyl)phenoxy] picolinic acid hydrazide), C(CC)=O (propionaldehyde), resultant solution, C(C)OCC (diethyl ether). Solvent: C(Cl)(Cl)Cl (chloroform). Yields the product C(CC)=NNC(C1=NC(=CC(=C1)OC)OC1=CC(=CC=C1)C(F)(F)F)=O (4-methoxy-6-[3-(trifluoromethyl)phenoxy] picolinic acid, (n-propylidene) hydrazide). RXN SMILES: [CH3:1][O:2][C:3]1[CH:8]=[C:7]([O:9][C:10]2[CH:15]=[CH:14][CH:13]=[C:12]([C:16]([F:19])([F:18])[F:17])[CH:11]=2)[N:6]=[C:5]([C:20]([NH:22][NH2:23])=[O:21])[CH:4]=1.[CH:24](=O)[CH2:25][CH3:26].C(OCC)C.Cl>C(Cl)(Cl)Cl>[CH:24](=[N:23][NH:22][C:20](=[O:21])[C:5]1[CH:4]=[C:3]([O:2][CH3:1])[CH:8]=[C:7]([O:9][C:10]2[CH:15]=[CH:14][CH:13]=[C:12]([C:16]([F:17])([F:18])[F:19])[CH:11]=2)[N:6]=1)[CH2:25][CH3:26]. Procedure details: 4-methoxy-6-[3-(trifluoromethyl)phenoxy] picolinic acid hydrazide (0.5 g, 0.0015 mol) was mixed with propionaldehyde (0.27 g, 0.0015×3.1 mol), and further with a mixed solution of diethyl ether and chloroform and a small amount of concentrated hydrochloric acid. The resultant solution was heated and refluxed for about 8 hours. The obtained reaction solution was concentrated and then purified by silica gel column chromatography (eluting solution: ethyl acetate/hexane), thereby obtaining an aimed ... Starting materials: C1COCCN1, C1=CC2=NC=CN2C=C1Br. The reagents and catalysts are C(=O)([O-])[O-].[Cs+].[Cs+], CC(C)OC1=C(C(=CC=C1)OC(C)C)C2=CC=CC=C2P(C3CCCCC3)C4CCCCC4, Cl[Pd+].C1=CC=C(C=C1)C2=CC=CC=C2N. Solvent: C1COCCO1. Run at temperature 90 celsius. Yields the product C1COCCN1C2=CN3C=CN=C3C=C2. The yield is 31.8%. Reported procedure: 6-bromoimidazo[1,2-a]pyridine (299 mg, 1.52 mmol), dicyclohexyl(2',6'-diisopropoxy-[1,1'-biphenyl]-2-yl)phosphine (35.4 mg, 0.08 mmol), RuPhos 2nd generation (58.9 mg, 0.08 mmol), morpholine (0.159 ml, 1.82 mmol) and cesium carbonate (1483 mg, 4.55 mmol) were dissolved in degassed 1,4-dioxane (15.100 ml). Reaction mixture was purged with nitrogen for 2-3 minutes before heating to 90 °C and stirred under nitrogen overnight. The reaction was incomplete, therefore additional morpholine (0.159 ml, 1... Starting materials: COC1=CC=C(/C=C/C=2C(=CC=C(C2)C(=O)O)C(=O)O)C=C1 (4'-methoxy-trans-stilbene-2,5-dicarboxylic acid). Reagents/catalysts: [Pd] (palladium on carbon). Run in CN(C=O)C (dimethylformamide), C(C)(=O)O (acetic acid). Yields the product COC1=CC=C(CCC2=C(C=CC(=C2)C(=O)O)C(=O)O)C=C1 (2-(4-methoxyphenethyl)benzene-1,4-dicarboxylic acid). Reaction SMILES: [CH3:1][O:2][C:3]1[CH:22]=[CH:21][C:6](/[CH:7]=[CH:8]/[C:9]2[C:10]([C:18]([OH:20])=[O:19])=[CH:11][CH:12]=[C:13]([C:15]([OH:17])=[O:16])[CH:14]=2)=[CH:5][CH:4]=1>CN(C)C=O.C(O)(=O)C.[Pd]>[CH3:1][O:2][C:3]1[CH:4]=[CH:5][C:6]([CH2:7][CH2:8][C:9]2[CH:14]=[C:13]([C:15]([OH:17])=[O:16])[CH:12]=[CH:11][C:10]=2[C:18]([OH:20])=[O:19])=[CH:21][CH:22]=1. Procedure: 45 G. of a mixture of 3-(p-methoxybenzylidene)phthalide-5- and -6- carboxylic acids, obtained by the condensation of p-methoxyphenylacetic acid and benzene-1,2,4-tricarboxylic anhydride as described in Example 1, was hydrogenated for 20 hours in 250 ml of dimethylformamide containing 10.5 g. of 10% palladium on carbon catalyst. The solution was filtered and the filtrate evaporated. The residue was recrystallized from aqueous acetic acid to afford 3-(p-methoxybenzyl)phthalide-5- and -6- carboxyli...